Dataset: the Open Reaction Database (ORD), a public repository of structured organic reaction records. Task: describe an organic reaction: reactants, conditions, products, and yield The reactants are CC(C)N1N=CC2=C1N=CC=C2C(=O)O (1-(1-methylethyl)-1H-pyrazolo[3,4-b]pyridine-4-carboxylic acid), NCC=1C(NC(=CC1CC1=CC=CC=C1)C)=O (3(aminomethyl)-6-methyl-4-(phenylmethyl)-2(1H)-pyridinone). Yields the product C(C1=CC=CC=C1)C1=C(C(NC(=C1)C)=O)CNC(=O)C=1C2=C(N=CC1)N(N=C2)C(C)C (N-((4-benzyl-6-methyl-2-oxo-1,2-dihydropyridin-3-yl)methyl)-1-isopropyl-1H-pyrazolo[3,4-b]pyridine-4-carboxamide), solid. The yield is 75.0%. As a reaction SMILES: [CH3:1][CH:2]([N:4]1[C:8]2[N:9]=[CH:10][CH:11]=[C:12]([C:13]([OH:15])=O)[C:7]=2[CH:6]=[N:5]1)[CH3:3].[NH2:16][CH2:17][C:18]1[C:19](=[O:32])[NH:20][C:21]([CH3:31])=[CH:22][C:23]=1[CH2:24][C:25]1[CH:30]=[CH:29][CH:28]=[CH:27][CH:26]=1>>[CH2:24]([C:23]1[CH:22]=[C:21]([CH3:31])[NH:20][C:19](=[O:32])[C:18]=1[CH2:17][NH:16][C:13]([C:12]1[C:7]2[CH:6]=[N:5][N:4]([CH:2]([CH3:1])[CH3:3])[C:8]=2[N:9]=[CH:10][CH:11]=1)=[O:15])[C:25]1[CH:26]=[CH:27][CH:28]=[CH:29][CH:30]=1. Procedure: The title compound was prepared in the same manner as described for example 11 from 1-(1-methylethyl)-1H-pyrazolo[3,4-b]pyridine-4-carboxylic acid (0.060 g, 0.292 mmol) and 3(aminomethyl)-6-methyl-4-(phenylmethyl)-2(1H)-pyridinone (0.081 g, 0.307 mmol) wherein the product obtained was further purified by reverse phase HPLC (Gradient B: 5-85%. A:Dichloromethane. B: 10% (2M Ammonia in Methanol) in Chloroform). The isolated product was concentrated from MTBE (2×) to afford a white solid (93 mg, 75%...